Dataset: the Open Reaction Database (ORD), a public repository of structured organic reaction records. Task: describe an organic reaction: reactants, conditions, products, and yield Starting materials: COC1=CC=C(C=C1)P1(SP(S1)(C1=CC=C(C=C1)OC)=S)=S (2,4-bis(4-methoxyphenyl)-1,3-dithia-2,4-diphosphetane-2,4-disulfide), C1CCOC1 (THF), [OH-].[K+] (Potassium hydroxide), BrC(C(=O)N)C (2-Bromopropionamide), BrCC(C(=O)O)=O (3-Bromopyruvic acid), C1CCOC1 (THF). The solvent is C(C)O (ethanol). Conditions: temperature 60 celsius. Product: C(C)OC(C)C=1SC=C(N1)C(=O)O (2-(1-ethoxyethyl)thiazole-4-carboxylic acid). Isolated yield 102.0%. RXN SMILES: [OH-].[K+].Br[CH:4]([CH3:8])[C:5]([NH2:7])=O.COC1C=CC(P2(=S)SP(=S)(C3C=CC(OC)=CC=3)[S:18]2)=CC=1.Br[CH2:32][C:33](=O)[C:34]([OH:36])=[O:35].C1C[O:41][CH2:40][CH2:39]1>C(O)C>[CH2:40]([O:41][CH:4]([C:5]1[S:18][CH:32]=[C:33]([C:34]([OH:36])=[O:35])[N:7]=1)[CH3:8])[CH3:39] |f:0.1|. Reported procedure: Potassium hydroxide (0.277 g, 4.93 mmol) and ethanol were added to a flask and stirred. 2-Bromopropionamide (0.5 g, 3.29 mmol) was added and the reaction mixture was stirred overnight. The mixture was filtrated and the filtrate was evaporated to dryness. 2,4-bis(4-methoxyphenyl)-1,3-dithia-2,4-diphosphetane-2,4-disulfide (Lawensson's reagent) (0.665 g, 1.643 mmol) and THF were added to the evaporation residue and the mixture was heated to 60° C. for 2 h. The reaction mixture was evaporated to dr... The reactants are OC(C(C)C)(C=1N=CN(C1)C(C1=CC=CC=C1)(C1=CC=CC=C1)C1=CC=CC=C1)C=1C=C2C=CC(=CC2=CC1)C=O (6-(1-hydroxy-2-methyl-1-(1-trityl-1H-imidazol-4-yl)propyl)-2-naphthoaldehyde), S(=O)(=O)(C1=CC=C(C)C=C1)C[N+]#[C-] (tosylmethylisocyanide), C(=O)([O-])[O-].[K+].[K+] (K2CO3). Solvent: CO (methanol), O (water). Yields the product N1C=NC(=C1)C(C(C)C)(O)C1=CC2=CC=C(C=C2C=C1)C1=CN=CO1 (1-(1H-Imidazol-4-yl)-2-methyl-1-(6-(1,3-oxazol-5-yl)-2-naphthyl)-1-propanol). The yield is 111.9%. Reaction SMILES: [OH:1][C:2]([C:30]1[CH:31]=[C:32]2[C:37](=[CH:38][CH:39]=1)[CH:36]=[C:35](C=O)[CH:34]=[CH:33]2)([C:6]1[N:7]=[CH:8][N:9](C(C2C=CC=CC=2)(C2C=CC=CC=2)C2C=CC=CC=2)[CH:10]=1)[CH:3]([CH3:5])[CH3:4].S([CH2:52][N+:53]#[C-:54])(C1C=CC(C)=CC=1)(=O)=O.[C:55]([O-:58])([O-])=O.[K+].[K+]>CO.O>[NH:9]1[CH:10]=[C:6]([C:2]([C:30]2[CH:39]=[CH:38][C:37]3[C:32](=[CH:33][CH:34]=[C:35]([C:55]4[O:58][CH:54]=[N:53][CH:52]=4)[CH:36]=3)[CH:31]=2)([OH:1])[CH:3]([CH3:4])[CH3:5])[N:7]=[CH:8]1 |f:2.3.4|. Procedure details: A mixture of 6-(1-hydroxy-2-methyl-1-(1-trityl-1H-imidazol-4-yl)propyl)-2-naphthoaldehyde (2.0 g), tosylmethylisocyanide (800 mg) and K2CO3 (1.0 g) in methanol was refluxed for 2 h. The reaction mixture was diluted with water. The precipitate formed was collected and crystallized from THF-hexane to give the titled compound (1.39 g) as colorless powder. Starting materials: FC(C=1C=C(N)C=CC1)(F)F (3-trifluoromethylaniline), ClC1=CC(=CC(=N1)NC1=CC(=C(C=C1)N1C=NC(=C1)C)OC)C(F)(F)F ((6-chloro-4-trifluoromethyl-pyridin-2-yl)-[3-methoxy-4-(4-methyl-imidazol-1-yl)-phenyl]-amine). The product is COC=1C=C(C=CC1N1C=NC(=C1)C)NC1=NC(=CC(=C1)C(F)(F)F)NC1=CC(=CC=C1)C(F)(F)F (N-[3-Methoxy-4-(4-methyl-imidazol-1-yl)-phenyl]-4-trifluoromethyl-N′-(3-trifluoromethyl-phenyl)-pyridine-2,6-diamine), solid. Yield: 60.0%. As a reaction SMILES: [F:1][C:2]([F:11])([F:10])[C:3]1[CH:4]=[C:5]([CH:7]=[CH:8][CH:9]=1)[NH2:6].Cl[C:13]1[N:18]=[C:17]([NH:19][C:20]2[CH:25]=[CH:24][C:23]([N:26]3[CH:30]=[C:29]([CH3:31])[N:28]=[CH:27]3)=[C:22]([O:32][CH3:33])[CH:21]=2)[CH:16]=[C:15]([C:34]([F:37])([F:36])[F:35])[CH:14]=1>>[CH3:33][O:32][C:22]1[CH:21]=[C:20]([NH:19][C:17]2[CH:16]=[C:15]([C:34]([F:36])([F:37])[F:35])[CH:14]=[C:13]([NH:6][C:5]3[CH:7]=[CH:8][CH:9]=[C:3]([C:2]([F:10])([F:11])[F:1])[CH:4]=3)[N:18]=2)[CH:25]=[CH:24][C:23]=1[N:26]1[CH:30]=[C:29]([CH3:31])[N:28]=[CH:27]1. Procedure: Prepared in analogy to example 62 from 3-trifluoromethylaniline and (6-chloro-4-trifluoromethyl-pyridin-2-yl)-[3-methoxy-4-(4-methyl-imidazol-1-yl)-phenyl]-amine. The title compound was obtained as a yellowish solid (Yield=60%). MS ISP (m/e): 508.2 (100) [(M+H)+]. 1H NMR (CDCl3, 300 MHz): δ (ppm)=7.74 (s, 1H), 7.65 (d, 1H), 7.60 (d, 1H), 7.43 (t, 1H), 7.30 (d, 1H), 7.18 (d, 1H), 7.11 (d, 1H), 7.00 (dxd, 1H), 6.89 (s, 1H), 6.87 (s, 1H), 6.82 (s, 1H), 6.51 (s, 1H), 6.44 (s, 1H9, 3.70 (s, 3H), 3.31...